Dataset: the Open Reaction Database (ORD), a public repository of structured organic reaction records. Task: describe an organic reaction: reactants, conditions, products, and yield Reactants: O=C([O-])[O-], Cc1ccccc1, CCO, O=c1cc(I)ccn1C1CC1, [Na+], [Na+], O, O, CC(c1ccc(B2OC(C)(C)C(C)(C)O2)cc1)N1CCCC(CC(C)(C)O)(c2ccccc2)OC1=O, c1ccc(P(c2ccccc2)(c2ccccc2)[Pd](P(c2ccccc2)(c2ccccc2)c2ccccc2)(P(c2ccccc2)(c2ccccc2)c2ccccc2)P(c2ccccc2)(c2ccccc2)c2ccccc2)cc1. Reaction SMILES: [C:48](=[O:49])([O-:50])[O-:51].[CH3:54][c:55]1[cH:56][cH:57][cH:58][cH:59][cH:60]1.[CH3:61][CH2:62][OH:63].[CH:37]1([n:40]2[c:41](=[O:47])[cH:42][c:43]([I:46])[cH:44][cH:45]2)[CH2:38][CH2:39]1.[Na+:52].[Na+:53].[OH2:64].[OH2:65].[OH:1][C:2]([CH2:3][C:4]1([c:29]2[cH:30][cH:31][cH:32][cH:33][cH:34]2)[CH2:5][CH2:6][CH2:7][N:8]([CH:12]([CH3:13])[c:14]2[cH:15][cH:16][c:17]([B:20]3[O:21][C:22]([CH3:23])([CH3:24])[C:25]([CH3:26])([CH3:27])[O:28]3)[cH:18][cH:19]2)[C:9](=[O:11])[O:10]1)([CH3:35])[CH3:36].[cH:66]1[cH:67][cH:68][c:69]([P:70]([Pd:71]([P:72]([c:73]2[cH:74][cH:75][cH:76][cH:77][cH:78]2)([c:79]2[cH:80][cH:81][cH:82][cH:83][cH:84]2)[c:85]2[cH:86][cH:87][cH:88][cH:89][cH:90]2)([P:91]([c:92]2[cH:93][cH:94][cH:95][cH:96][cH:97]2)([c:98]2[cH:99][cH:100][cH:101][cH:102][cH:103]2)[c:104]2[cH:105][cH:106][cH:107][cH:108][cH:109]2)[P:110]([c:111]2[cH:112][cH:113][cH:114][cH:115][cH:116]2)([c:117]2[cH:118][cH:119][cH:120][cH:121][cH:122]2)[c:123]2[cH:124][cH:125][cH:126][cH:127][cH:128]2)([c:129]2[cH:130][cH:131][cH:132][cH:133][cH:134]2)[c:135]2[cH:136][cH:137][cH:138][cH:139][cH:140]2)[cH:141][cH:142]1>>[OH:1][C:2]([CH2:3][C:4]1([c:29]2[cH:30][cH:31][cH:32][cH:33][cH:34]2)[CH2:5][CH2:6][CH2:7][N:8]([CH:12]([CH3:13])[c:14]2[cH:15][cH:16][c:17](-[c:43]3[cH:42][c:41](=[O:47])[n:40]([CH:37]4[CH2:38][CH2:39]4)[cH:45][cH:44]3)[cH:18][cH:19]2)[C:9](=[O:11])[O:10]1)([CH3:35])[CH3:36]. Yields the product CC(c1ccc(-c2ccn(C3CC3)c(=O)c2)cc1)N1CCCC(CC(C)(C)O)(c2ccccc2)OC1=O. The reactants are C([O-])([O-])=O.[Na+].[Na+] (Sodium carbonate), C(#N)C1=C(C=C(C=C1)F)B1OC(C)(C)C(C)(C)O1 (2-cyano-5-fluorophenylboronic acid pinacol ester), ClC1=NC(=NC=C1C1=CC(=NC=C1)C)N1C[C@H](O[C@H](C1)C)C (cis-4-[4-chloro-5-(2-methyl-4-pyridinyl)-2-pyrimidinyl]-2,6-dimethylmorpholine), Cl (HCl). The reagents and catalysts are [Pd](Cl)Cl.C1(=CC=CC=C1)P(C1=CC=CC=C1)C1=CC=CC=C1.C1(=CC=CC=C1)P(C1=CC=CC=C1)C1=CC=CC=C1 (bis(triphenylphosphine) palladium(II) chloride). Solvent: CO (methanol), O (water), COCCOC (1,2-dimethoxyethane), O (water), O1CCOCC1 (dioxane). Run at temperature 100 celsius. The product is Cl.C[C@@H]1CN(C[C@@H](O1)C)C1=NC=C(C(=N1)C1=C(C#N)C=CC(=C1)F)C1=CC(=NC=C1)C (cis-2-[2-(2,6-Dimethyl-4-morpholinyl)-5-(2-methyl-4-pyridinyl)-4-pyrimidinyl]-4-fluorobenzonitrile hydrochloride). The yield is 36.2%. Reaction SMILES: C(=O)([O-])[O-].[Na+].[Na+].[C:7]([C:9]1[CH:14]=[CH:13][C:12]([F:15])=[CH:11][C:10]=1B1OC(C)(C)C(C)(C)O1)#[N:8].[Cl:25][C:26]1[C:31]([C:32]2[CH:37]=[CH:36][N:35]=[C:34]([CH3:38])[CH:33]=2)=[CH:30][N:29]=[C:28]([N:39]2[CH2:44][C@H:43]([CH3:45])[O:42][C@H:41]([CH3:46])[CH2:40]2)[N:27]=1.Cl>O.COCCOC.CO.O1CCOCC1.[Pd](Cl)Cl.C1(P(C2C=CC=CC=2)C2C=CC=CC=2)C=CC=CC=1.C1(P(C2C=CC=CC=2)C2C=CC=CC=2)C=CC=CC=1>[ClH:25].[CH3:45][C@H:43]1[O:42][C@@H:41]([CH3:46])[CH2:40][N:39]([C:28]2[N:29]=[C:30]([C:10]3[CH:11]=[C:12]([F:15])[CH:13]=[CH:14][C:9]=3[C:7]#[N:8])[C:31]([C:32]3[CH:37]=[CH:36][N:35]=[C:34]([CH3:38])[CH:33]=3)=[CH:26][N:27]=2)[CH2:44]1 |f:0.1.2,10.11.12,13.14|. Procedure details: Sodium carbonate (166 mg, 1.568 mmol) in water (2 mL), bis(triphenylphosphine) palladium(II) chloride (11.01 mg, 0.016 mmol) and 2-cyano-5-fluorophenylboronic acid pinacol ester (155 mg, 0.627 mmol) were added to a solution of cis-4-[4-chloro-5-(2-methyl-4-pyridinyl)-2-pyrimidinyl]-2,6-dimethylmorpholine (100 mg, 0.314 mmol) in 1,2-dimethoxyethane (3 mL). The reaction mixture was heated to 100° C. for 2 hour. The reaction mixture diluted with water (5 mL) and extracted with DCM (5 mL×2). The org... The reactants are C(C)(C)(C)OC(=O)C1=NC(=NC(=C1OCC1=CC=CC=C1)O)CC1(CCCC1)C1=NC=CC=C1 (5-benzyloxy-6-hydroxy-2-(1-pyridin-2-yl-cyclopentylmethyl)-pyrimidine-4-carboxylic acid tert-butyl ester), O[Li].O (LiOH.H2O), C(C)(=O)OCC (ethyl acetate). Solvent: CCCCCC (hexane), O1CCCC1.O (tetrahydrofuran water). Yields the product C(C1=CC=CC=C1)OC=1C(=NC(=NC1O)CC1(CCCC1)C1=NC=CC=C1)C(=O)O (5-benzyloxy-6-hydroxy-2-(1-pyridin-2-yl-cyclopentylmethyl)-pyrimidine-4-carboxylic acid). Isolated yield 87.3%. Reaction SMILES: C([O:5][C:6]([C:8]1[C:13]([O:14][CH2:15][C:16]2[CH:21]=[CH:20][CH:19]=[CH:18][CH:17]=2)=[C:12]([OH:22])[N:11]=[C:10]([CH2:23][C:24]2([C:29]3[CH:34]=[CH:33][CH:32]=[CH:31][N:30]=3)[CH2:28][CH2:27][CH2:26][CH2:25]2)[N:9]=1)=[O:7])(C)(C)C.O[Li].O.C(OCC)(=O)C>O1CCCC1.O.CCCCCC>[CH2:15]([O:14][C:13]1[C:8]([C:6]([OH:7])=[O:5])=[N:9][C:10]([CH2:23][C:24]2([C:29]3[CH:34]=[CH:33][CH:32]=[CH:31][N:30]=3)[CH2:25][CH2:26][CH2:27][CH2:28]2)=[N:11][C:12]=1[OH:22])[C:16]1[CH:21]=[CH:20][CH:19]=[CH:18][CH:17]=1 |f:1.2,4.5|. Procedure: To a stirred solution of 5-benzyloxy-6-hydroxy-2-(1-pyridin-2-yl-cyclopentylmethyl)-pyrimidine-4-carboxylic acid tert-butyl ester (436) (1.2 g, 2.60 mmol) in tetrahydrofuran-water (2:1; 24 mL), LiOH.H2O (1.09 g, 26.03 mmol) was added, refluxed for 16 h while silica thin layer chromatography was performed (50% ethyl acetate in hexane, Rf=0.1). From the reaction mixture volatiles were removed and the residue was diluted with water (20 mL). Thereafter, the pH of this mixture was adjusted to 7 with ... Starting materials: C(C)OC(CC#N)=O (ethylcyanoacetate), ClC(=CC(C(C)(C)Br)Br)Cl (1,1-dichloro-3,4-dibromo-4-methylpent-1-ene), C([O-])([O-])=O.[Ca+2] (calcium carbonate). The reagents and catalysts are [Cl-].[Ca+2].[Cl-] (calcium chloride), [Cu] (copper). The solvent is C(C)O (ethanol). The product is C(#N)C1(C(C1C=C(Cl)Cl)(C)C)C(=O)OCC (ethyl 1-cyano-3-(2',2'-dichlorovinyl)-2,2-dimethylcyclopropane-1-carboxylate). RXN SMILES: [CH2:1]([O:3][C:4](=[O:8])[CH2:5][C:6]#[N:7])[CH3:2].[Cl:9][C:10]([Cl:18])=[CH:11][CH:12](Br)[C:13](Br)([CH3:15])[CH3:14].C(=O)([O-])[O-].[Ca+2]>C(O)C.[Cl-].[Ca+2].[Cl-].[Cu]>[C:6]([C:5]1([C:4]([O:3][CH2:1][CH3:2])=[O:8])[CH:12]([CH:11]=[C:10]([Cl:18])[Cl:9])[C:13]1([CH3:15])[CH3:14])#[N:7] |f:2.3,5.6.7|. Reported procedure: A mixture of ethylcyanoacetate, 1,1-dichloro-3,4-dibromo-4-methylpent-1-ene and calcium carbonate is heated in ethanol (100 parts by volume) at reflux in the presence of calcium chloride (22.2 parts) and copper salt as catalyst. The crude ethyl 1-cyano-3-(2',2'-dichlorovinyl)-2,2-dimethylcyclopropane-1-carboxylate is isolated as described in Example 77. Details are given in the following table: The reactants are CN(C)C=O, CCN(C(C)C)C(C)C, CCOC(=O)c1cnc2ccc(C(F)(F)F)cc2c1Cl, FC(F)(F)c1cccc(S)c1, O. Yields the product CCOC(=O)c1cnc2ccc(C(F)(F)F)cc2c1Sc1cccc(C(F)(F)F)c1. As a reaction SMILES: [CH3:42][N:43]([CH3:44])[CH:45]=[O:46].[CH:32]([N:33]([CH:34]([CH3:35])[CH3:36])[CH2:37][CH3:38])([CH3:39])[CH3:40].[Cl:1][c:2]1[c:3]([C:16](=[O:17])[O:18][CH2:19][CH3:20])[cH:4][n:5][c:6]2[cH:7][cH:8][c:9]([C:12]([F:13])([F:14])[F:15])[cH:10][c:11]12.[F:21][C:22]([c:23]1[cH:24][c:25]([SH:29])[cH:26][cH:27][cH:28]1)([F:30])[F:31].[OH2:41]>>[c:2]1([S:29][c:25]2[cH:24][c:23]([C:22]([F:21])([F:30])[F:31])[cH:28][cH:27][cH:26]2)[c:3]([C:16](=[O:17])[O:18][CH2:19][CH3:20])[cH:4][n:5][c:6]2[cH:7][cH:8][c:9]([C:12]([F:13])([F:14])[F:15])[cH:10][c:11]12. The reactants are CN(CC#CC=1C=C2CN(C(C2=CC1)=O)CC1=CC=C(C=C1)OC1=CC=CC=C1)C (5-(3-dimethylamino-prop-1-ynyl)-2-(4-phenoxy-benzyl)-2,3-dihydro-isoindol-1-one), [H][H] (hydrogen). Reagents/catalysts: [Pd] (palladium on carbon). Solvent: C(C)O (ethanol). The product is CN(CCCC=1C=C2CN(C(C2=CC1)=O)CC1=CC=C(C=C1)OC1=CC=CC=C1)C (5-(3-dimethylamino-propyl)-2-(4-phenoxy-benzyl)-2,3-dihydro-isoindol-1-one). Isolated yield 91.0%. Reaction SMILES: [CH3:1][N:2]([CH3:30])[CH2:3][C:4]#[C:5][C:6]1[CH:7]=[C:8]2[C:12](=[CH:13][CH:14]=1)[C:11](=[O:15])[N:10]([CH2:16][C:17]1[CH:22]=[CH:21][C:20]([O:23][C:24]3[CH:29]=[CH:28][CH:27]=[CH:26][CH:25]=3)=[CH:19][CH:18]=1)[CH2:9]2.[H][H]>C(O)C.[Pd]>[CH3:30][N:2]([CH3:1])[CH2:3][CH2:4][CH2:5][C:6]1[CH:7]=[C:8]2[C:12](=[CH:13][CH:14]=1)[C:11](=[O:15])[N:10]([CH2:16][C:17]1[CH:22]=[CH:21][C:20]([O:23][C:24]3[CH:25]=[CH:26][CH:27]=[CH:28][CH:29]=3)=[CH:19][CH:18]=1)[CH2:9]2. Procedure: A solution of 5-(3-dimethylamino-prop-1-ynyl)-2-(4-phenoxy-benzyl)-2,3-dihydro-isoindol-1-one (0.055 g, 0.14 mmol) in ethanol (25 mL) was treated with 10% palladium on carbon (15 mg). The mixture was shook vigorously under 45 p.s.i. hydrogen for 3 h. The resulting reaction mixture was filtered through Celite and the filtrate concentrated under reduced pressure. Silica gel column chromatography of the resulting material using 5:1 CHCl3-MeOH afforded 5-(3-dimethylamino-propyl)-2-(4-phenoxy-benzyl)... Reactants: FC1=C(C=CC=C1F)C#CC=1C=C(N(C1)C(=O)OC(C)(C)C)C(=O)N1CCCC1 ((4-(2-(2,3-difluorophenyl)ethynyl)-1-BOC-pyrrol-2-yl)(pyrrolidin-1-yl)methanone), C[Si](C)(C)N=[N+]=[N-] (trimethylsilylazide). Conditions: temperature 150 celsius. The product is FC1=C(C=CC=C1F)C1=C(N=NN1)C=1C=C(NC1)C(=O)N1CCCC1 ((4-(5-(2,3-Difluorophenyl)-1H-1,2,3-triazol-4-yl)-1H-pyrrol-2-yl)(pyrrolidin-1-yl)methanone). Yield: 11.0%. As a reaction SMILES: [F:1][C:2]1[C:7]([F:8])=[CH:6][CH:5]=[CH:4][C:3]=1[C:9]#[C:10][C:11]1[CH:12]=[C:13]([C:23]([N:25]2[CH2:29][CH2:28][CH2:27][CH2:26]2)=[O:24])[N:14](C(OC(C)(C)C)=O)[CH:15]=1.C[Si]([N:34]=[N+:35]=[N-:36])(C)C>>[F:1][C:2]1[C:7]([F:8])=[CH:6][CH:5]=[CH:4][C:3]=1[C:9]1[NH:36][N:35]=[N:34][C:10]=1[C:11]1[CH:12]=[C:13]([C:23]([N:25]2[CH2:29][CH2:28][CH2:27][CH2:26]2)=[O:24])[NH:14][CH:15]=1. Reported procedure: (4-(2-(2,3-difluorophenyl)ethynyl)-1-BOC-pyrrol-2-yl)(pyrrolidin-1-yl)methanone (0.2 g, 0.5 mmol) was dissolved in trimethylsilylazide (3 mL) and heated at 150° C. for 18 hr. The solvent was evaporated and the crude product was purified by Biotage HPFC system (100% EtOAC) to afford title compound as a brown foam (0.019 g, 11%).; Mass Spec FIA MS 344; 1H NMR(CDCl3, 500 MHz) 10.05(s,1H), 7.06-7.25(m, 3H), 6.98(s,1H), 6.71(s,1H),3.55-3.60(m,4H), 1.79-1.95(m,4H).